Dataset: the Open Reaction Database (ORD), a public repository of structured organic reaction records. Task: describe an organic reaction: reactants, conditions, products, and yield Starting materials: CC=1C(=CC2=C(N(C=N2)C2OCCCC2)C1)C(C)=NO (1-(6-methyl-1-(tetrahydro-2H-pyran-2-yl)-1H-benzo[d]imidazol-5-yl)ethanone oxime), [NH4+].[Cl-] (NH4Cl). The reagents and catalysts are [Zn] (zinc). The solvent is CO (MeOH), CC(=O)O (HOAc). Conditions: temperature 80 celsius, time 4 hour. The product is CC=1C(=CC2=C(N(C=N2)C2OCCCC2)C1)C(C)N (1-(6-Methyl-1-(tetrahydro-2H-pyran-2-yl)-1H-benzo[d]imidazol-5-yl)ethanamine). Isolated yield 81.0%. As a reaction SMILES: [CH3:1][C:2]1[C:3]([C:17](=[N:19]O)[CH3:18])=[CH:4][C:5]2[N:9]=[CH:8][N:7]([CH:10]3[CH2:15][CH2:14][CH2:13][CH2:12][O:11]3)[C:6]=2[CH:16]=1.[NH4+].[Cl-]>CO.CC(O)=O.[Zn]>[CH3:1][C:2]1[C:3]([CH:17]([NH2:19])[CH3:18])=[CH:4][C:5]2[N:9]=[CH:8][N:7]([CH:10]3[CH2:15][CH2:14][CH2:13][CH2:12][O:11]3)[C:6]=2[CH:16]=1 |f:1.2|. Procedure: A mixture of 1-(6-methyl-1-(tetrahydro-2H-pyran-2-yl)-1H-benzo[d]imidazol-5-yl)ethanone oxime (1.1 g, 4.0 mmol), zinc (2.6 g, 40.0 mmol) and NH4Cl (2.2 g, 40.0 mmol) in MeOH (20 mL) and HOAc (4 mL) was stirred at 80° C. for 4 h. The reaction mixture was filtered and the filtrate concentrated in vacuo. Aqueous ammonia solution (50 mL) was added to the residue, and the mixture was extracted with DCM (50 mL×3), dried (MgSO4), filtered, and concentrated in vacuo. The crude product was purified by Si... Starting materials: [BH4-].[Na+] (Sodium borohydride), C(=O)C1=CN=C(C2=CC(=CC=C12)C(=O)OC)C1=C(C=C(C=C1F)F)F (methyl 4-formyl-1-(2,4,6-trifluorophenyl)isoquinoline-7-carboxylate), CO (methanol). Run in O (water). Reaction conditions: time 10 minute. Product: OCC1=CN=C(C2=CC(=CC=C12)C(=O)OC)C1=C(C=C(C=C1F)F)F (methyl 4-(hydroxymethyl)-1-(2,4,6-trifluorophenyl)isoquinoline-7-carboxylate). The yield is 92.8%. As a reaction SMILES: [BH4-].[Na+].[CH:3]([C:5]1[C:14]2[C:9](=[CH:10][C:11]([C:15]([O:17][CH3:18])=[O:16])=[CH:12][CH:13]=2)[C:8]([C:19]2[C:24]([F:25])=[CH:23][C:22]([F:26])=[CH:21][C:20]=2[F:27])=[N:7][CH:6]=1)=[O:4].CO>O>[OH:4][CH2:3][C:5]1[C:14]2[C:9](=[CH:10][C:11]([C:15]([O:17][CH3:18])=[O:16])=[CH:12][CH:13]=2)[C:8]([C:19]2[C:20]([F:27])=[CH:21][C:22]([F:26])=[CH:23][C:24]=2[F:25])=[N:7][CH:6]=1 |f:0.1|. Procedure details: Sodium borohydride (17 mg) was added to a mixture of methyl 4-formyl-1-(2,4,6-trifluorophenyl)isoquinoline-7-carboxylate (150 mg) and methanol (10 mL) under ice-cooling, followed by stirring at room temperature for 10 minutes. The reaction mixture was diluted with water, and extracted with ethyl acetate. The organic layer was washed with water, dried, and then concentrated under reduced pressure to obtain methyl 4-(hydroxymethyl)-1-(2,4,6-trifluorophenyl)isoquinoline-7-carboxylate (140 mg). Reactants: FC(C)(F)C1=C(C=C2C=C(C(=NC2=N1)C(F)(F)F)C(=O)O)F (7-(1,1-difluoroethyl)-6-fluoro-2-trifluoromethyl-[1,8]-naphthyridine-3-carboxylic acid), FC(C)(F)C1=C(C=C2C=C(C(=NC2=N1)C(F)(F)F)C(=O)C1C(CCCC1=O)=O)F (2-[7-(1,1-difluoroethyl)-6-fluoro-2-trifluoromethyl-[1,8]-naphthyridine-3-carbony]-cyclohexane-1,3-dione). The product is FC(C1=NC2=NC=CC=C2C=C1C(=O)C1C(CCCC1=O)=O)(F)F (2-(2-trifluoromethyl-[1,8]-naphthyridine-3-carbony)-cyclohexane-1,3-dione). RXN SMILES: FC(C1N=C2C(C=C(C(O)=O)C(C(F)(F)F)=N2)=CC=1F)(F)C.FC([C:27]1[N:36]=[C:35]2[C:30]([CH:31]=[C:32]([C:41]([CH:43]3[C:48](=[O:49])[CH2:47][CH2:46][CH2:45][C:44]3=[O:50])=[O:42])[C:33]([C:37]([F:40])([F:39])[F:38])=[N:34]2)=[CH:29][C:28]=1F)(F)C>>[F:40][C:37]([F:38])([F:39])[C:33]1[C:32]([C:41]([CH:43]2[C:48](=[O:49])[CH2:47][CH2:46][CH2:45][C:44]2=[O:50])=[O:42])=[CH:31][C:30]2[C:35](=[N:36][CH:27]=[CH:28][CH:29]=2)[N:34]=1. Procedure details: From 7-(1,1-difluoroethyl)-6-fluoro-2-trifluoromethyl-[1,8]-naphthyridine-3-carboxylic acid, 2-[7-(1,1-difluoroethyl)-6-fluoro-2-trifluoromethyl-[1,8]-naphthyridine-3-carbony]-cyclohexane-1,3-dione, yellow solid, 1H NMR (CDCl3) δ: 8.08 (1H, s), 7.95 (1H, d), 2.85 (2H, broad s), 2.42 (2H, broad s), 2.23 (3H, t), (2H, quintet). Molecular ion: (MH)+418.